From a dataset of the Open Reaction Database (ORD), a public repository of structured organic reaction records. describe an organic reaction: reactants, conditions, products, and yield Starting materials: NC=1C(=NC(=CC1)OC)S (3-Amino-6-methoxy-2-pyridinethiol), ClCC(OCC)(OCC)OCC (2-chloro-1,1,1-triethoxyethane). Solvent: C(C)O (ethanol). Run at temperature 90 celsius. The product is ClCC=1SC2=NC(=CC=C2N1)OC (2-(chloromethyl)-5-methoxy[1,3]thiazolo[5,4-b]pyridine). RXN SMILES: [NH2:1][C:2]1[C:3]([SH:10])=[N:4][C:5]([O:8][CH3:9])=[CH:6][CH:7]=1.[Cl:11][CH2:12][C:13](OCC)(OCC)OCC>C(O)C>[Cl:11][CH2:12][C:13]1[S:10][C:3]2[C:2]([N:1]=1)=[CH:7][CH:6]=[C:5]([O:8][CH3:9])[N:4]=2. Reported procedure: 3-Amino-6-methoxy-2-pyridinethiol (0.8 g, Maybridge Co.) and 2-chloro-1,1,1-triethoxyethane (1.26 g) were combined in ethanol (5 mL) and heated at 90° C. in a sealed tube for 2 hours. The mixture was allowd to cool to room temperature and filtered. The filtrate was concentrated under reduced pressure and the residue was purified by flash chromatography (2:1, dichloromethane:hexanes) to provide the title compound. 1H NMR (CDCl3, 300 MHz) δ 4.00 (3H, s), 4.88 (2H, s), 6.88 (1H, d, J=8.7 Hz), 8.10 ... Starting materials: OC1=CC=C(C(=O)C2=CC=CC=C2)C=C1 (4-hydroxybenzophenone), [OH-].[Na+] (sodium hydroxide), C(C=C)(=O)Cl (acrylyl chloride), C(C1=CC=CC=C1)(=O)C1=CC=CC=C1 (benzophenone). Run in O (water). Run at time 2 hour. Yields the product C(C=C)(=O)OC1=CC=C(C(=O)C2=CC=CC=C2)C=C1 (4-Acryloxybenzophenone). Reaction SMILES: [OH:1][C:2]1[CH:15]=[CH:14][C:5]([C:6]([C:8]2[CH:13]=[CH:12][CH:11]=[CH:10][CH:9]=2)=[O:7])=[CH:4][CH:3]=1.[OH-].[Na+].[C:18](C1C=CC=CC=1)(=[O:25])[C:19]1C=CC=C[CH:20]=1.C(Cl)(=O)C=C>O>[C:18]([O:1][C:2]1[CH:3]=[CH:4][C:5]([C:6]([C:8]2[CH:13]=[CH:12][CH:11]=[CH:10][CH:9]=2)=[O:7])=[CH:14][CH:15]=1)(=[O:25])[CH:19]=[CH2:20] |f:1.2|. Procedure: A 100 g quantity of 4-hydroxybenzophenone was added to 500 ml of water containing 22.0 g of sodium hydroxide. The solution was stirred until all of the benzophenone had dissolved. After the solution had cooled to 5°-10° C., there was added 45.5 g of acrylyl chloride over a period of 30 minutes, to yield a white solid which was recovered by filtration after the solution had been stirred for 2 hours at 5°-10° C. and an additional hour at room temperature. The white solid was recrystallized from et... Starting materials: CC1=NC2=C(N1)C=CC(=C2)CO ((2-methyl-1H-benzimidazol-5-yl)methanol), [Si](C)(C)(C(C)(C)C)Cl (tert-butyldimethylsilyl chloride), N1C=NC=C1 (imidazole). Run in CN(C)C=O (DMF). Run at time 2 hour. Product: [Si](C)(C)(C(C)(C)C)OCC1=CC2=C(NC(=N2)C)C=C1 (5-(tert-butyldimethylsilyloxymethyl)-2-methyl-1H-benzimidazole). Yield: 94.4%. RXN SMILES: [CH3:1][C:2]1[NH:6][C:5]2[CH:7]=[CH:8][C:9]([CH2:11][OH:12])=[CH:10][C:4]=2[N:3]=1.[Si:13](Cl)([C:16]([CH3:19])([CH3:18])[CH3:17])([CH3:15])[CH3:14].N1C=CN=C1>CN(C=O)C>[Si:13]([O:12][CH2:11][C:9]1[CH:8]=[CH:7][C:5]2[NH:6][C:2]([CH3:1])=[N:3][C:4]=2[CH:10]=1)([C:16]([CH3:19])([CH3:18])[CH3:17])([CH3:15])[CH3:14]. Procedure details: To a DMF solution (10 mL) of (2-methyl-1H-benzimidazol-5-yl)methanol (811 mg) were added tert-butyldimethylsilyl chloride (904 mg) and imidazole (680 mg), followed by 2 hours of stirring at room temperature. The reaction solution was concentrated, water was added thereto, the mixture was extracted with chloroform, and the extract was dried over anhydrous magnesium sulfate. The organic layer was concentrated under reduced pressure and the obtained residue was purified by silica gel column chromat...